Dataset: the Open Reaction Database (ORD), a public repository of structured organic reaction records. Task: describe an organic reaction: reactants, conditions, products, and yield Starting materials: [BH4-], CCCCCC, CCOC(C)=O, CC(C)(C)O, Nc1nc(Cl)ccc1[N+](=O)[O-], [Na+], O, O, Cl[Sn]Cl. The product is Nc1ccc(Cl)nc1N. Reaction SMILES: [BH4-:17].[CH3:19][CH2:20][CH2:21][CH2:22][CH2:23][CH3:24].[CH3:25][CH2:26][O:27][C:28](=[O:29])[CH3:30].[CH3:31][C:32]([OH:33])([CH3:34])[CH3:35].[NH2:1][c:2]1[n:3][c:4]([Cl:11])[cH:5][cH:6][c:7]1[N+:8]([O-:9])=[O:10].[Na+:18].[OH2:12].[OH2:13].[Sn:14]([Cl:15])[Cl:16]>>[NH2:1][c:2]1[n:3][c:4]([Cl:11])[cH:5][cH:6][c:7]1[NH2:8].